Dataset: the Open Reaction Database (ORD), a public repository of structured organic reaction records. Task: describe an organic reaction: reactants, conditions, products, and yield Reactants: lithium cupric chloride, C(CCCCCCCCCCCCCCC)I (hexadecyl iodide), BrC1=C(C=CC=C1)OC (bromoanisole), [Mg] (magnesium). Solvent: O1CCCC1 (tetrahydrofuran), O1CCCC1 (tetrahydrofuran). Conditions: time 16 hour. Product: C(CCCCCCCCCCCCCCC)C1=C(C=CC=C1)OC (1-Hexadecyl-2-methoxybenzene). The yield is 102.0%. Reaction SMILES: [CH2:1](I)[CH2:2][CH2:3][CH2:4][CH2:5][CH2:6][CH2:7][CH2:8][CH2:9][CH2:10][CH2:11][CH2:12][CH2:13][CH2:14][CH2:15][CH3:16].Br[C:19]1[CH:24]=[CH:23][CH:22]=[CH:21][C:20]=1[O:25][CH3:26].[Mg]>O1CCCC1>[CH2:1]([C:19]1[CH:24]=[CH:23][CH:22]=[CH:21][C:20]=1[O:25][CH3:26])[CH2:2][CH2:3][CH2:4][CH2:5][CH2:6][CH2:7][CH2:8][CH2:9][CH2:10][CH2:11][CH2:12][CH2:13][CH2:14][CH2:15][CH3:16]. Reported procedure: To a refluxing solution of about 35.3 g of hexadecyl iodide in tetrahydrofuran was added a solution of about 37.4 g of bromoanisole and about 4.86 g of magnesium in tetrahydrofuran which had been refluxed for about 2 hours. An about 10 ml portion of about 0.1M lithium cupric chloride was added, the mixture was refluxed about 2 hours and stirred at room temperature for about 16 hours giving about 34 g of the desired reagent. The reactants are C(=O)NC=1SC=C(N1)C(C(=O)O)=O ((2-formamidothiazol-4-yl)-glyoxylic acid), NOCC(=O)OC(C1=CC=CC=C1)C1=CC=CC=C1 (benzhydryl 2-aminooxyacetate), resultant solution, C(C)(=O)OCC (ethyl acetate). Solvent: O (water), N1=CC=CC=C1 (pyridine), O1CCCC1 (tetrahydrofuran). Conditions: time 3 hour. Yields the product C(=O)NC=1SC=C(N1)C(C(=O)O)=NOCC(=O)OC(C1=CC=CC=C1)C1=CC=CC=C1 (2-(2-formamidothiazol-4-yl)-2-benzhydryloxycarbonylmethoxyiminoacetic acid). The yield is 98.7%. RXN SMILES: [CH:1]([NH:3][C:4]1[S:5][CH:6]=[C:7]([C:9](=O)[C:10]([OH:12])=[O:11])[N:8]=1)=[O:2].[NH2:14][O:15][CH2:16][C:17]([O:19][CH:20]([C:27]1[CH:32]=[CH:31][CH:30]=[CH:29][CH:28]=1)[C:21]1[CH:26]=[CH:25][CH:24]=[CH:23][CH:22]=1)=[O:18].C(OCC)(=O)C>O.N1C=CC=CC=1.O1CCCC1>[CH:1]([NH:3][C:4]1[S:5][CH:6]=[C:7]([C:9](=[N:14][O:15][CH2:16][C:17]([O:19][CH:20]([C:27]2[CH:32]=[CH:31][CH:30]=[CH:29][CH:28]=2)[C:21]2[CH:26]=[CH:25][CH:24]=[CH:23][CH:22]=2)=[O:18])[C:10]([OH:12])=[O:11])[N:8]=1)=[O:2]. Procedure details: To a suspension of (2-formamidothiazol-4-yl)-glyoxylic acid (6.0 g) in water (60 ml) and pyridine (6 ml) was added a solution of benzhydryl 2-aminooxyacetate (9.0 g) in tetrahydrofuran (40 ml). The reaction mixture was stirred at ambient temperature for 3 hours. To the resultant solution was added ethyl acetate (200 ml). The separated organic layer was washed with 5% hydrochloric acid (100 ml), a saturated aqueous sodium bicarbonate and a saturated aqueous sodium chloride, and then dried over ma...